This data is from the Open Reaction Database (ORD), a public repository of structured organic reaction records. The task is: describe an organic reaction: reactants, conditions, products, and yield Starting materials: [Cl-].FC1=C(C=CC2=CC=CC=C12)OCC[NH3+] (2-[(1-fluoronaphthalen-2-yl)oxy]ethanaminium chloride), S1C(=CC=C1)C=O (thiophen-2-carbaldehyde). Product: FC1=C(C=CC2=CC=CC=C12)OCCNCC=1SC=CC1 (2-[(1-fluoronaphthalen-2-yl)oxy]-N-(thiophen-2-ylmethyl)ethanamine). Isolated yield 82.0%. Reaction SMILES: [Cl-].[F:2][C:3]1[C:12]2[C:7](=[CH:8][CH:9]=[CH:10][CH:11]=2)[CH:6]=[CH:5][C:4]=1[O:13][CH2:14][CH2:15][NH3+:16].[S:17]1[CH:21]=[CH:20][CH:19]=[C:18]1[CH:22]=O>>[F:2][C:3]1[C:12]2[C:7](=[CH:8][CH:9]=[CH:10][CH:11]=2)[CH:6]=[CH:5][C:4]=1[O:13][CH2:14][CH2:15][NH:16][CH2:22][C:18]1[S:17][CH:21]=[CH:20][CH:19]=1 |f:0.1|. Procedure details: Prepared from 2-[(1-fluoronaphthalen-2-yl)oxy]ethanaminium chloride and thiophen-2-carbaldehyde in 82% yield as a white oil.